The task is: describe an organic reaction: reactants, conditions, products, and yield. This data is from the Open Reaction Database (ORD), a public repository of structured organic reaction records. Starting materials: CCOC(=O)CCCOc1cccc(CCCCCCOc2cc(C(=O)OC(C)(C)C)cc(-c3ccc4c(c3)OCO4)c2)c1CCC(=O)OCC, ClCCl, O=C(O)C(F)(F)F. The product is CCOC(=O)CCCOc1cccc(CCCCCCOc2cc(C(=O)O)cc(-c3ccc4c(c3)OCO4)c2)c1CCC(=O)OCC. Reaction SMILES: [C:1]([CH3:2])([CH3:3])([CH3:4])[O:5][C:6]([c:7]1[cH:8][c:9](-[c:42]2[cH:43][c:44]3[c:45]([cH:49][cH:50]2)[O:46][CH2:47][O:48]3)[cH:10][c:11]([O:13][CH2:14][CH2:15][CH2:16][CH2:17][CH2:18][CH2:19][c:20]2[c:21]([CH2:35][CH2:36][C:37](=[O:38])[O:39][CH2:40][CH3:41])[c:22]([O:26][CH2:27][CH2:28][CH2:29][C:30](=[O:31])[O:32][CH2:33][CH3:34])[cH:23][cH:24][cH:25]2)[cH:12]1)=[O:51].[Cl:59][CH2:60][Cl:61].[F:52][C:53]([F:54])([F:55])[C:56]([OH:57])=[O:58]>>[O:5]=[C:6]([c:7]1[cH:8][c:9](-[c:42]2[cH:43][c:44]3[c:45]([cH:49][cH:50]2)[O:46][CH2:47][O:48]3)[cH:10][c:11]([O:13][CH2:14][CH2:15][CH2:16][CH2:17][CH2:18][CH2:19][c:20]2[c:21]([CH2:35][CH2:36][C:37](=[O:38])[O:39][CH2:40][CH3:41])[c:22]([O:26][CH2:27][CH2:28][CH2:29][C:30](=[O:31])[O:32][CH2:33][CH3:34])[cH:23][cH:24][cH:25]2)[cH:12]1)[OH:51]. Reactants: ClC1=C(C=C(C=C1)OC1=NC=CC=C1C1=CC(=NC=C1)NC)NC(C1=C(C=CC(=C1)C(F)(F)F)F)=O (N-[2-Chloro-5-(2′-methylamino-[3,4′]bipyridinyl-2-yloxy)-phenyl]-2-fluoro-5-trifluoromethyl-benzamide), CN(C1CNCC1)C (dimethyl-pyrrolidin-3-yl-amine). The solvent is CS(=O)C (DMSO). Run at temperature 80 celsius, time 22 hour. Yields the product ClC1=C(C=C(C=C1)OC1=NC=CC=C1C1=CC(=NC=C1)NC)NC(C1=C(C=CC(=C1)C(F)(F)F)N1CC(CC1)N(C)C)=O (N-[2-Chloro-5-(2′-methylamino-[3,4′]bipyridinyl-2-yloxy)-phenyl]-2-(3-dimethylamino-pyrrolidin-1-yl)-5-trifluoromethyl-benzamide). As a reaction SMILES: [Cl:1][C:2]1[CH:7]=[CH:6][C:5]([O:8][C:9]2[C:14]([C:15]3[CH:20]=[CH:19][N:18]=[C:17]([NH:21][CH3:22])[CH:16]=3)=[CH:13][CH:12]=[CH:11][N:10]=2)=[CH:4][C:3]=1[NH:23][C:24](=[O:36])[C:25]1[CH:30]=[C:29]([C:31]([F:34])([F:33])[F:32])[CH:28]=[CH:27][C:26]=1F.[CH3:37][N:38]([CH3:44])[CH:39]1[CH2:43][CH2:42][NH:41][CH2:40]1>CS(C)=O>[Cl:1][C:2]1[CH:7]=[CH:6][C:5]([O:8][C:9]2[C:14]([C:15]3[CH:20]=[CH:19][N:18]=[C:17]([NH:21][CH3:22])[CH:16]=3)=[CH:13][CH:12]=[CH:11][N:10]=2)=[CH:4][C:3]=1[NH:23][C:24](=[O:36])[C:25]1[CH:30]=[C:29]([C:31]([F:32])([F:33])[F:34])[CH:28]=[CH:27][C:26]=1[N:41]1[CH2:42][CH2:43][CH:39]([N:38]([CH3:44])[CH3:37])[CH2:40]1. Procedure details: N-[2-Chloro-5-(2′-methylamino-[3,4′]bipyridinyl-2-yloxy)-phenyl]-2-fluoro-5-trifluoromethyl-benzamide (65 mg, 0.13 mmol) and dimethyl-pyrrolidin-3-yl-amine (22 mg, 0.189 mmol) were dissolved in 0.3 mL DMSO. The solution was heated to 80° C. and stirred for 22 h. The reaction was then cooled to RT, quenched with water, extracted into EtOAc, washed twice with water, once with brine, dried over Mg2SO4, filtered, and concentrated in vacuo to yield a crude mixture that was purified by preparative TLC... Starting materials: C(#N)C=1C=C(COC=2C=C(C=NC2)[C@H](CC(=O)OC)NC(=O)[C@H]2CN(CCC2)C(CCC2CCN(CC2)C(=O)OC(C)(C)C)=O)C=CC1F (Tert-butyl 4-{3-[(3R)-3-{[(1S)-1-{5-[(3-cyano-4-fluorobenzyl)oxy]pyridin-3-yl}-3-methoxy-3-oxopropyl]carbamoyl}piperidin-1-yl]-3-oxopropyl}piperidine-1-carboxylate), CO (methanol), O.O.O.O.O.O.O.O.[OH-].[Ba+2].[OH-] (barium hydroxide octahydrate). Run in C(C)(C)(C)O (tert.-butanol). Reaction conditions: time 45 minute. Yields the product C(#N)C=1C=C(COC=2C=C(C=NC2)[C@@H](CC(=O)O)NC(=O)[C@@H]2CN(CCC2)C(CCC2CCNCC2)=O)C=CC1F ((3R)-3-{5-[(3-cyano-4-fluorobenzyl)oxy]pyridin-3-yl}-3-[({(3S)-1-[3-(piperidin-4-yl)propanoyl]piperidin-3-yl}carbonyl)amino]propanoic acid). Yield: 14.1%. RXN SMILES: [C:1]([C:3]1[CH:4]=[C:5]([CH:46]=[CH:47][C:48]=1[F:49])[CH2:6][O:7][C:8]1[CH:9]=[C:10]([C@@H:14]([NH:20][C:21]([C@@H:23]2[CH2:28][CH2:27][CH2:26][N:25]([C:29](=[O:45])[CH2:30][CH2:31][CH:32]3[CH2:37][CH2:36][N:35](C(OC(C)(C)C)=O)[CH2:34][CH2:33]3)[CH2:24]2)=[O:22])[CH2:15][C:16]([O:18]C)=[O:17])[CH:11]=[N:12][CH:13]=1)#[N:2].CO.O.O.O.O.O.O.O.O.[OH-].[Ba+2].[OH-]>C(O)(C)(C)C>[C:1]([C:3]1[CH:4]=[C:5]([CH:46]=[CH:47][C:48]=1[F:49])[CH2:6][O:7][C:8]1[CH:9]=[C:10]([C@H:14]([NH:20][C:21]([C@H:23]2[CH2:28][CH2:27][CH2:26][N:25]([C:29](=[O:45])[CH2:30][CH2:31][CH:32]3[CH2:33][CH2:34][NH:35][CH2:36][CH2:37]3)[CH2:24]2)=[O:22])[CH2:15][C:16]([OH:18])=[O:17])[CH:11]=[N:12][CH:13]=1)#[N:2] |f:2.3.4.5.6.7.8.9.10.11.12|. Procedure details: Tert-butyl 4-{3-[(3R)-3-{[(1S)-1-{5-[(3-cyano-4-fluorobenzyl)oxy]pyridin-3-yl}-3-methoxy-3-oxopropyl]carbamoyl}piperidin-1-yl]-3-oxopropyl}piperidine-1-carboxylate (3.2 mg, 10 μmol) as solved in tert.-butanol (0.15 mL) and methanol (0.13 mL) and barium hydroxide octahydrate (7.4 mg, 20 μmol) was added. After stirring for 45 minutes at room temperature the solvent was distilled off at 0° C. by high vacuum. The residue was solved in water (0.3 mL) and acidified by formic acid (0.9 mL). After 3 hou...